This data is from the Open Reaction Database (ORD), a public repository of structured organic reaction records. The task is: describe an organic reaction: reactants, conditions, products, and yield The reactants are O=C([O-])[O-], CC(C)c1noc(C2CCNCC2)n1, CN(C)C=O, CC(=O)c1c(Cl)ncnc1Oc1ccc(S(C)(=O)=O)cc1, [K+], [K+], O. Product: CC(=O)c1c(Oc2ccc(S(C)(=O)=O)cc2)ncnc1N1CCC(c2nc(C(C)C)no2)CC1. As a reaction SMILES: [C:36](=[O:37])([O-:38])[O-:39].[CH:22]([CH3:23])([CH3:24])[c:25]1[n:26][o:27][c:28]([CH:30]2[CH2:31][CH2:32][NH:33][CH2:34][CH2:35]2)[n:29]1.[CH:43]([N:44]([CH3:45])[CH3:46])=[O:47].[Cl:1][c:2]1[n:3][cH:4][n:5][c:6]([O:11][c:12]2[cH:13][cH:14][c:15]([S:18](=[O:19])(=[O:20])[CH3:21])[cH:16][cH:17]2)[c:7]1[C:8]([CH3:9])=[O:10].[K+:40].[K+:41].[OH2:42]>>[c:2]1([N:33]2[CH2:32][CH2:31][CH:30]([c:28]3[o:27][n:26][c:25]([CH:22]([CH3:23])[CH3:24])[n:29]3)[CH2:35][CH2:34]2)[n:3][cH:4][n:5][c:6]([O:11][c:12]2[cH:13][cH:14][c:15]([S:18](=[O:19])(=[O:20])[CH3:21])[cH:16][cH:17]2)[c:7]1[C:8]([CH3:9])=[O:10]. Starting materials: C(O)([O-])=O.[Na+] (sodium hydrogen carbonate), CSC (dimethyl sulfide), ClC1=CC(=CC=C1)C(=O)OO (m-Chloroperbenzoic acid), C(C)(=O)[C@@H]1[C@@H](C(N1)=O)[C@@H](C)O[Si](C)(C)C(C)(C)C ((3R,4S)-4-acetyl-3-[(R)-1-(tert-butyldimethylsilyloxy)ethyl]2-azetidinone). Procedure: m-Chloroperbenzoic acid (0.5 g) is added to a solution of the object compound of Example 22 (0.08g) in ethyl acetate (8 ml), and the mixture is stirred at room temperature for 3 days and then poured into a mixture of ethyl acetate (50 ml), aqueous sodium hydrogen carbonate (20 ml) and dimethyl sulfide (0.4 ml). The mixture is stirred at room temperature for 30 minutes. The organic layer is separated, washed with brine, dried over magnesium sulfate and concentrated under reduced pressure. The res... Product: C(C)(=O)O[C@@H]1[C@@H](C(N1)=O)[C@@H](C)O[Si](C)(C)C(C)(C)C ((3S,4R)-4-acetoxy-3-[(R)-1-(tert-butyldimethylsilyloxy)ethyl]-2-azetidinone). Run at time 3 day. RXN SMILES: ClC1C=CC=[C:4]([C:8](OO)=[O:9])C=1.C([C@H:15]1[NH:18][C:17](=[O:19])[C@H:16]1[C@H:20]([O:22][Si:23]([C:26]([CH3:29])([CH3:28])[CH3:27])([CH3:25])[CH3:24])[CH3:21])(=O)C.C(=O)([O-])[OH:31].[Na+].CSC>C(OCC)(=O)C>[C:8]([O:19][C@H:17]1[NH:18][C:15](=[O:31])[C@H:16]1[C@H:20]([O:22][Si:23]([C:26]([CH3:27])([CH3:28])[CH3:29])([CH3:24])[CH3:25])[CH3:21])(=[O:9])[CH3:4] |f:2.3|. Solvent: C(C)(=O)OCC (ethyl acetate), C(C)(=O)OCC (ethyl acetate). Reactants: CN1CCNCC1, O=C(O)c1c(=O)c2cc(F)c(Cl)cc2n2ccsc12, c1ccncc1. Product: CN1CCN(c2cc3c(cc2F)c(=O)c(C(=O)O)c2sccn23)CC1. RXN SMILES: [CH3:20][N:21]1[CH2:22][CH2:23][NH:24][CH2:25][CH2:26]1.[Cl:1][c:2]1[c:3]([F:19])[cH:4][c:5]2[c:6](=[O:18])[c:7]([C:15](=[O:16])[OH:17])[c:8]3[n:9]([c:10]2[cH:11]1)[cH:12][cH:13][s:14]3.[cH:27]1[cH:28][cH:29][n:30][cH:31][cH:32]1>>[c:2]1([N:24]2[CH2:23][CH2:22][N:21]([CH3:20])[CH2:26][CH2:25]2)[c:3]([F:19])[cH:4][c:5]2[c:6](=[O:18])[c:7]([C:15](=[O:16])[OH:17])[c:8]3[n:9]([c:10]2[cH:11]1)[cH:12][cH:13][s:14]3. Starting materials: C1(=C(C=CC=C1)C1=C(C=NC=C1)NCC(F)(F)F)C ((4-o-tolyl-pyridin-3-yl)-(2,2,2-trifluoro-ethyl)-amine), FC(C=1C=C(C(=O)O)C=C(N1)C(F)(F)F)(F)F (2,6-bis(trifluoromethyl)isonicotinic acid). Product: C1(=C(C=CC=C1)C1=C(C=NC=C1)N(C(C1=CC(=NC(=C1)C(F)(F)F)C(F)(F)F)=O)CC(F)(F)F)C (N-(4-o-Tolyl-pyridin-3-yl)-N-(2,2,2-trifluoro-ethyl)-2,6-bis-trifluoromethyl-isonicotinamide). Reaction SMILES: [C:1]1([CH3:19])[CH:6]=[CH:5][CH:4]=[CH:3][C:2]=1[C:7]1[CH:12]=[CH:11][N:10]=[CH:9][C:8]=1[NH:13][CH2:14][C:15]([F:18])([F:17])[F:16].[F:20][C:21]([F:36])([F:35])[C:22]1[CH:23]=[C:24]([CH:28]=[C:29]([C:31]([F:34])([F:33])[F:32])[N:30]=1)[C:25](O)=[O:26]>>[C:1]1([CH3:19])[CH:6]=[CH:5][CH:4]=[CH:3][C:2]=1[C:7]1[CH:12]=[CH:11][N:10]=[CH:9][C:8]=1[N:13]([CH2:14][C:15]([F:16])([F:17])[F:18])[C:25](=[O:26])[C:24]1[CH:28]=[C:29]([C:31]([F:32])([F:33])[F:34])[N:30]=[C:22]([C:21]([F:36])([F:20])[F:35])[CH:23]=1. Procedure: The title compound was prepared in analogy to example 90, from (4-o-tolyl-pyridin-3-yl)-(2,2,2-trifluoro-ethyl)-amine and 2,6-bis(trifluoromethyl)isonicotinic acid (Key Organics Ltd.) after a reaction time of 23 hours. The compound was purified by silica gel chromatography on a 10 g column using a MPLC system eluting with a gradient of n-heptane:EtOAc (100:0 to 50:50). Light brown solid (26%). MS (ESI): m/z=508.11 [M+H]+.